From a dataset of the Open Reaction Database (ORD), a public repository of structured organic reaction records. describe an organic reaction: reactants, conditions, products, and yield The reactants are [H][H], O=c1ccc(-c2ccc([N+](=O)[O-])c(C(F)(F)F)c2)n[nH]1, O=C(O)C(F)(F)F. Yields the product Nc1ccc(-c2ccc(=O)[nH]n2)cc1C(F)(F)F. Reaction SMILES: [H:28][H:29].[N+:1]([O-:2])(=[O:3])[c:4]1[c:5]([C:17]([F:18])([F:19])[F:20])[cH:6][c:7](-[c:10]2[cH:11][cH:12][c:13](=[O:16])[nH:14][n:15]2)[cH:8][cH:9]1.[OH:21][C:22]([C:23]([F:24])([F:25])[F:26])=[O:27]>>[NH2:1][c:4]1[c:5]([C:17]([F:18])([F:19])[F:20])[cH:6][c:7](-[c:10]2[cH:11][cH:12][c:13](=[O:16])[nH:14][n:15]2)[cH:8][cH:9]1. The reactants are FC1=CC=C2C=CNC2=C1 (6-fluoroindole), C(=O)(C(=O)Cl)Cl ((COCl)2), C(=O)(O)[O-].[Na+] (NaHCO3), CCO (EtOH). Product: C(C)OC(C(=O)C1=CNC2=CC(=CC=C12)F)=O (6-fluoro-3-indoleglyoxylic acid ethyl ester). As a reaction SMILES: [F:1][C:2]1[CH:10]=[C:9]2[C:5]([CH:6]=[CH:7][NH:8]2)=[CH:4][CH:3]=1.[C:11](Cl)([C:13](Cl)=[O:14])=[O:12].[CH3:17][CH2:18][OH:19].C([O-])(O)=O.[Na+]>C1COCC1>[CH2:18]([O:19][C:13](=[O:14])[C:11]([C:6]1[C:5]2[C:9](=[CH:10][C:2]([F:1])=[CH:3][CH:4]=2)[NH:8][CH:7]=1)=[O:12])[CH3:17] |f:3.4|. The solvent is C1CCOC1 (THF). Conditions: temperature 0 celsius, time 15 hour. Procedure details: To a solution of 6-fluoroindole (1.18 g, 8.56 mmol) in dry THF (65 mL) at 0° C. under argon was added (COCl)2 (0.93 mL, 10.7 mmol). The reaction mixture was stirred at 0° C. for 2 h and at rt for 15 h. The reaction mixture was cooled to 0° C. and EtOH (0.90 mL, 15.5 mmol) was added. The reaction mixture was stirred at rt for 24 h, then poured into cold satd NaHCO3. The mixture was extracted with EtOAc. The combined EtOAc extracts were washed with satd aq NaHCO3 and brine, dried, and evaporated t... Starting materials: C(C)(=O)OC=1C=C2C(=NC(=NC2=CC1OC)C1=CC(=CC=C1)C1=CC=CC=C1)NC=1C=C2C=NN(C2=CC1)C(=O)OC(C)(C)C (tert-butyl 5-(6-acetoxy-2-[(3-phenyl)phenyl)-7-methoxyquinazolin-4-ylamino)-1H-indazole-1-carboxylate), [NH4+].[OH-] (NH4OH). Solvent: CO (CH3OH). Conditions: time 16 hour. Yields the product C1(=CC=CC=C1)C=1C=C(C=CC1)C1=NC2=CC(=C(C=C2C(=N1)NC=1C=C2C=NN(C2=CC1)C(=O)OC(C)(C)C)O)OC (tert-butyl 5-(2-[(3-phenyl)phenyl]-6-hydroxy-7-methoxyquinazolin-4-ylamino)-1H-indazole-1-carboxylate). Isolated yield 110.1%. As a reaction SMILES: C([O:4][C:5]1[CH:6]=[C:7]2[C:12](=[CH:13][C:14]=1[O:15][CH3:16])[N:11]=[C:10]([C:17]1[CH:22]=[CH:21][CH:20]=[C:19]([C:23]3[CH:28]=[CH:27][CH:26]=[CH:25][CH:24]=3)[CH:18]=1)[N:9]=[C:8]2[NH:29][C:30]1[CH:31]=[C:32]2[C:36](=[CH:37][CH:38]=1)[N:35]([C:39]([O:41][C:42]([CH3:45])([CH3:44])[CH3:43])=[O:40])[N:34]=[CH:33]2)(=O)C.[NH4+].[OH-]>CO>[C:23]1([C:19]2[CH:18]=[C:17]([C:10]3[N:9]=[C:8]([NH:29][C:30]4[CH:31]=[C:32]5[C:36](=[CH:37][CH:38]=4)[N:35]([C:39]([O:41][C:42]([CH3:43])([CH3:44])[CH3:45])=[O:40])[N:34]=[CH:33]5)[C:7]4[C:12](=[CH:13][C:14]([O:15][CH3:16])=[C:5]([OH:4])[CH:6]=4)[N:11]=3)[CH:22]=[CH:21][CH:20]=2)[CH:24]=[CH:25][CH:26]=[CH:27][CH:28]=1 |f:1.2|. Procedure: To a mixture of tert-butyl 5-(6-acetoxy-2-[(3-phenyl)phenyl)-7-methoxyquinazolin-4-ylamino)-1H-indazole-1-carboxylate (4.30 g, 7.15 mmole) in CH3OH (300 mL) was added 28% NH4OH, and the reaction was stirred at RT for 16 h. The solution was concentrated in vacuo and the resulting solid was triturated with toluene and then hexane, followed by filtration to give tert-butyl 5-(2-[(3-phenyl)phenyl]-6-hydroxy-7-methoxyquinazolin-4-ylamino)-1H-indazole-1-carboxylate (4.40 g, 7.87 mmole). MS 560 (M+1). ... The reactants are BrC=1C=C2C(=C(C=NC2=CC1)C(CC)=O)NC=1C=CC(=NC1)N1CC(CC1)NC(OC(C)(C)C)=O (tert-butyl 1-(5-(6-bromo-3-propionylquinolin-4-ylamino) pyridin-2-yl)pyrrolidin-3-ylcarbamate), ClC1=C(C(=CC(=C1)B1OC(C(O1)(C)C)(C)C)OC)O (2-chloro-6-methoxy-4-(4,4,5,5-tetramethyl-1,3,2-dioxaborolan-2-yl)phenol). The product is NC1CN(CC1)C1=CC=C(C=N1)NC1=C(C=NC2=CC=C(C=C12)C1=CC(=C(C(=C1)OC)O)Cl)C(CC)=O (1-(4-(6-(3-aminopyrrolidin-1-yl)pyridin-3-ylamino)-6-(3-chloro-4-hydroxy-5-methoxyphenyl)quinolin-3-yl)propan-1-one). Yield: 25.7%. Reaction SMILES: Br[C:2]1[CH:3]=[C:4]2[C:9](=[CH:10][CH:11]=1)[N:8]=[CH:7][C:6]([C:12](=[O:15])[CH2:13][CH3:14])=[C:5]2[NH:16][C:17]1[CH:18]=[CH:19][C:20]([N:23]2[CH2:27][CH2:26][CH:25]([NH:28]C(=O)OC(C)(C)C)[CH2:24]2)=[N:21][CH:22]=1.[Cl:36][C:37]1[CH:42]=[C:41](B2OC(C)(C)C(C)(C)O2)[CH:40]=[C:39]([O:52][CH3:53])[C:38]=1[OH:54]>>[NH2:28][CH:25]1[CH2:26][CH2:27][N:23]([C:20]2[N:21]=[CH:22][C:17]([NH:16][C:5]3[C:4]4[C:9](=[CH:10][CH:11]=[C:2]([C:41]5[CH:40]=[C:39]([O:52][CH3:53])[C:38]([OH:54])=[C:37]([Cl:36])[CH:42]=5)[CH:3]=4)[N:8]=[CH:7][C:6]=3[C:12](=[O:15])[CH2:13][CH3:14])=[CH:18][CH:19]=2)[CH2:24]1. Procedure details: Following general procedure D, tert-butyl 1-(5-(6-bromo-3-propionylquinolin-4-ylamino) pyridin-2-yl)pyrrolidin-3-ylcarbamate (100 mg, 0.18 mmol) was reacted with 2-chloro-6-methoxy-4-(4,4,5,5-tetramethyl-1,3,2-dioxaborolan-2-yl)phenol (80 mg, 0.28 mmol) to obtain the protected intermediate which was subjected to general procedure A-2 to afford the desired product (24 mg, 27% over two steps) as a yellow solid: 1H NMR (500 MHz, CD3OD+TFA-d) δ 9.28 (s, 1H), 8.29-8.23 (m, 2H), 8.06-7.98 (m, 2H), 7.7...